describe an organic reaction: reactants, conditions, products, and yield From a dataset of the Open Reaction Database (ORD), a public repository of structured organic reaction records. The reactants are CCCc1c(OCCCOc2ccc(C)c([N+](=O)[O-])c2)ccc(C(C)=O)c1O, C1CCOC1. Product: CCCc1c(OCCCOc2ccc(C)c(N)c2)ccc(C(C)=O)c1O. RXN SMILES: [C:1]([CH3:2])(=[O:3])[c:4]1[c:5]([OH:28])[c:6]([CH2:25][CH2:26][CH3:27])[c:7]([O:8][CH2:9][CH2:10][CH2:11][O:12][c:13]2[cH:14][c:15]([N+:20]([O-:21])=[O:22])[c:16]([CH3:19])[cH:17][cH:18]2)[cH:23][cH:24]1.[O:29]1[CH2:30][CH2:31][CH2:32][CH2:33]1>>[C:1]([CH3:2])(=[O:3])[c:4]1[c:5]([OH:28])[c:6]([CH2:25][CH2:26][CH3:27])[c:7]([O:8][CH2:9][CH2:10][CH2:11][O:12][c:13]2[cH:14][c:15]([NH2:20])[c:16]([CH3:19])[cH:17][cH:18]2)[cH:23][cH:24]1. The reactants are FC(C(=O)NC(CC1=C(C=CC(=C1)OC)I)C)(F)F (N-trifluoroacetyl-1-(2-iodo-5-methoxyphenyl)-2-propylamine), C(=O)([O-])[O-].[K+].[K+] (K2CO3), [OH-].[K+] (KOH), C(C=C)Br (allyl bromide), Cl (HCl). Reagents/catalysts: [N+](CCCC)(CCCC)(CCCC)CCCC.[Br-] (n-Bu4NBr). Run in C1(=CC=CC=C1)C (toluene). Conditions: time 8 hour. Yields the product C(C=C)N(C(C(F)(F)F)=O)C(CC1=C(C=CC(=C1)OC)I)C (N-Allyl,N-trifluoroacetyl-1-(2-iodo-5-methoxyphenyl)-2-propylamine). Yield: 66.3%. Reaction SMILES: [F:1][C:2]([F:19])([F:18])[C:3]([NH:5][CH:6]([CH3:17])[CH2:7][C:8]1[CH:13]=[C:12]([O:14][CH3:15])[CH:11]=[CH:10][C:9]=1[I:16])=[O:4].C([O-])([O-])=O.[K+].[K+].[OH-].[K+].[CH2:28](Br)[CH:29]=[CH2:30].Cl>C1(C)C=CC=CC=1.[N+](CCCC)(CCCC)(CCCC)CCCC.[Br-]>[CH2:30]([N:5]([CH:6]([CH3:17])[CH2:7][C:8]1[CH:13]=[C:12]([O:14][CH3:15])[CH:11]=[CH:10][C:9]=1[I:16])[C:3](=[O:4])[C:2]([F:1])([F:18])[F:19])[CH:29]=[CH2:28] |f:1.2.3,4.5,9.10|. Procedure details: A solution of N-trifluoroacetyl-1-(2-iodo-5-methoxyphenyl)-2-propylamine (6.09 g, 15.7 mmol) in toluene (450 mL) was treated with K2CO3 (2.82 g, 20.4 mmol), KOH (2.45 g, 47.1 mmol), n-Bu4NBr (0.506 g, 1.57 mmol) and allyl bromide (2.47 g, 20.4 mmol), and stirred overnight at 80 C. The product mixture was acidified with 10% aqueous HCl, separated, the aqueous phase extracted with ether (500 mL), the combined organic phases were washed with brine (200 mL), dried with Na2SO4 and concentrated to giv... Starting materials: ClC1=CN=CC(=N1)NC1CCN(CC1)C(=O)OC(C)(C)C (tert-butyl 4-[(6-chloropyrazin-2-yl)amino]piperidine-1-carboxylate), CI (methyl iodide), C[Si](C)(C)[N-][Si](C)(C)C.[Na+] (NaHMDS). Solvent: C1CCOC1 (THF), C1CCOC1 (THF). Conditions: temperature 0 celsius, time 2 hour. The product is ClC1=CN=CC(=N1)N(C1CCN(CC1)C(=O)OC(C)(C)C)C (tert-butyl 4-[(6-chloropyrazin-2-yl)(methyl)amino]piperidine-1-carboxylate). As a reaction SMILES: [Cl:1][C:2]1[N:7]=[C:6]([NH:8][CH:9]2[CH2:14][CH2:13][N:12]([C:15]([O:17][C:18]([CH3:21])([CH3:20])[CH3:19])=[O:16])[CH2:11][CH2:10]2)[CH:5]=[N:4][CH:3]=1.CI.[CH3:24][Si]([N-][Si](C)(C)C)(C)C.[Na+]>C1COCC1>[Cl:1][C:2]1[N:7]=[C:6]([N:8]([CH3:24])[CH:9]2[CH2:14][CH2:13][N:12]([C:15]([O:17][C:18]([CH3:21])([CH3:20])[CH3:19])=[O:16])[CH2:11][CH2:10]2)[CH:5]=[N:4][CH:3]=1 |f:2.3|. Procedure: To a stirred solution of tert-butyl 4-[(6-chloropyrazin-2-yl)amino]piperidine-1-carboxylate (0.165 g, 0.528 mmol) in THF (2.6 ml) was added methyl iodide (0.165 ml, 2.64 mmol). The solution was cooled to 0° C., and a solution of NaHMDS in THF (1M; 1.06 ml, 1.06 mmol) was added. The reaction mixture was allowed to warm to room temperature and stirred for 2 h. The reaction was quenched with saturated aqueous ammonium chloride (50 mL, and extracted with EtOAc (2×50 mL). The combined EtOAc layers we... Reactants: O=C([O-])[O-], CN(C)C=O, [Cl-], [K+], [K+], O, COc1cc(COc2cc(C=O)n(-c3ccccc3)n2)ccc1OCc1nc(-c2ccco2)oc1C, c1ccc([P+](Cc2cscn2)(c2ccccc2)c2ccccc2)cc1. Product: COc1cc(COc2cc(C=Cc3cscn3)n(-c3ccccc3)n2)ccc1OCc1nc(-c2ccco2)oc1C. RXN SMILES: [C:63](=[O:64])([O-:65])[O-:66].[CH3:69][N:70]([CH3:71])[CH:72]=[O:73].[Cl-:37].[K+:67].[K+:68].[OH2:74].[o:1]1[c:2](-[c:6]2[o:7][c:8]([CH3:36])[c:9]([CH2:11][O:12][c:13]3[c:14]([O:34][CH3:35])[cH:15][c:16]([CH2:17][O:18][c:19]4[n:20][n:21](-[c:26]5[cH:27][cH:28][cH:29][cH:30][cH:31]5)[c:22]([CH:24]=[O:25])[cH:23]4)[cH:32][cH:33]3)[n:10]2)[cH:3][cH:4][cH:5]1.[s:38]1[cH:39][n:40][c:41]([CH2:43][P+:44]([c:45]2[cH:46][cH:47][cH:48][cH:49][cH:50]2)([c:51]2[cH:52][cH:53][cH:54][cH:55][cH:56]2)[c:57]2[cH:58][cH:59][cH:60][cH:61][cH:62]2)[cH:42]1>>[o:1]1[c:2](-[c:6]2[o:7][c:8]([CH3:36])[c:9]([CH2:11][O:12][c:13]3[c:14]([O:34][CH3:35])[cH:15][c:16]([CH2:17][O:18][c:19]4[n:20][n:21](-[c:26]5[cH:27][cH:28][cH:29][cH:30][cH:31]5)[c:22]([CH:24]=[CH:43][c:41]5[n:40][cH:39][s:38][cH:42]5)[cH:23]4)[cH:32][cH:33]3)[n:10]2)[cH:3][cH:4][cH:5]1. The reactants are BrC1=CC(=C(C=C1)C(C)=O)F (1-(4-bromo-2-fluorophenyl)ethanone), C(C)#N (acetonitrile), C(O)([O-])=O.[Na+] (sodium hydrogen carbonate), C(C)(=O)O.C(C)(=O)O.IC1=CC=CC=C1 (iodobenzene diacetate), C(C)#N (acetonitrile), FC(S(=O)(=O)O)(F)F (trifluoromethanesulfonic acid). Run at time 30 minute. Product: BrC1=CC(=C(C=C1)C1=CN=C(O1)C)F (5-(4-bromo-2-fluorophenyl)-2-methyl-1,3-oxazole). As a reaction SMILES: C(O)(=O)C.C(O)(=O)C.IC1C=CC=CC=1.FC(F)(F)S(O)(=O)=O.[Br:24][C:25]1[CH:30]=[CH:29][C:28]([C:31](=[O:33])[CH3:32])=[C:27]([F:34])[CH:26]=1.C(=O)([O-])O.[Na+].[C:40](#[N:42])[CH3:41]>>[Br:24][C:25]1[CH:30]=[CH:29][C:28]([C:31]2[O:33][C:40]([CH3:41])=[N:42][CH:32]=2)=[C:27]([F:34])[CH:26]=1 |f:0.1.2,5.6|. Reported procedure: To a suspension of iodobenzene diacetate (6.7 g) in acetonitrile (100 mL) was added dropwise trifluoromethanesulfonic acid (3.7 mL), and the mixture was stirred at room temperature for 30 min. A mixture of 1-(4-bromo-2-fluorophenyl)ethanone (6.7 g) in acetonitrile (20 mL) was added to the reaction mixture, and the mixture was heated under reflux for 2 hr. The reaction mixture was allowed to cool to room temperature, and neutralized with saturated aqueous sodium hydrogen carbonate solution, and t... The reactants are CCOC(=O)CNC(=O)c1cccc(C2=NC(C)(C)Cc3cc(OC)c4c(c32)CC(C)(C)O4)c1, CCO, Cl, [Na+], [OH-]. The product is Cl, COc1cc2c(c3c1OC(C)(C)C3)C(c1cccc(C(=O)NCC(=O)O)c1)=NC(C)(C)C2. RXN SMILES: [CH2:3]([CH3:4])[O:5][C:6]([CH2:7][NH:8][C:9]([c:10]1[cH:11][c:12]([C:16]2=[N:17][C:18]([CH3:33])([CH3:34])[CH2:19][c:20]3[cH:21][c:22]([O:31][CH3:32])[c:23]4[c:24]([c:25]32)[CH2:26][C:27]([CH3:29])([CH3:30])[O:28]4)[cH:13][cH:14][cH:15]1)=[O:35])=[O:36].[CH3:38][CH2:39][OH:40].[ClH:37].[Na+:2].[OH-:1]>>[ClH:37].[O:5]=[C:6]([CH2:7][NH:8][C:9]([c:10]1[cH:11][c:12]([C:16]2=[N:17][C:18]([CH3:33])([CH3:34])[CH2:19][c:20]3[cH:21][c:22]([O:31][CH3:32])[c:23]4[c:24]([c:25]32)[CH2:26][C:27]([CH3:29])([CH3:30])[O:28]4)[cH:13][cH:14][cH:15]1)=[O:35])[OH:36].